From a dataset of the Open Reaction Database (ORD), a public repository of structured organic reaction records. describe an organic reaction: reactants, conditions, products, and yield Starting materials: ClC1=NN=C(C2=CC=CC=C12)N1[C@@H](CNCC1)C ((R)-1-chloro-4-(2-methylpiperazin-1-yl)phthalazine), FC1(CCC(CC1)C(=O)O)F (4,4-difluorocyclohexanecarboxylic acid), O=C1OCCN1P(=O)(N1C(OCC1)=O)Cl (bis(2-oxo-3-oxazolidinyl)phosphinic chloride), CN(C)C=O (DMF). The product is ClC1=NN=C(C2=CC=CC=C12)N1[C@@H](CN(CC1)C(=O)C1CCC(CC1)(F)F)C ((R)-(4-(4-chlorophthalazin-1-yl)-3-methylpiperazin-1-yl)(4,4-difluorocyclohexyl)methanone). Procedure details: 4,4-difluorocyclohexanecarboxylic acid (386 mg, 2.35 mmol) and bis(2-oxo-3-oxazolidinyl)phosphinic chloride (624 mg, 2.45 mmol), DMF (4 mL), and triethylamine (0.57 mL) were stirred at RT for 2 minutes. (R)-1-chloro-4-(2-methylpiperazin-1-yl)phthalazine (JK-2) (537 mg, 2.04 mmol) was added and the reaction stirred at rt for 24 hours. The reaction was then taken up in ethyl acetate (80 mL), washed with aqueous K2CO3 (10%), water, and then saturated sodium chloride. The organics were dried (MgSO4)... The solvent is hexanes, C(C)(=O)OCC (ethyl acetate), C(C)N(CC)CC (triethylamine). Run at time 24 hour. Reaction SMILES: [F:1][C:2]1([F:11])[CH2:7][CH2:6][CH:5]([C:8]([OH:10])=O)[CH2:4][CH2:3]1.O=C1N(P(Cl)(N2CCOC2=O)=O)CCO1.CN(C=O)C.[Cl:32][C:33]1[C:42]2[C:37](=[CH:38][CH:39]=[CH:40][CH:41]=2)[C:36]([N:43]2[CH2:48][CH2:47][NH:46][CH2:45][C@H:44]2[CH3:49])=[N:35][N:34]=1>C(OCC)(=O)C.C(N(CC)CC)C>[Cl:32][C:33]1[C:42]2[C:37](=[CH:38][CH:39]=[CH:40][CH:41]=2)[C:36]([N:43]2[CH2:48][CH2:47][N:46]([C:8]([CH:5]3[CH2:4][CH2:3][C:2]([F:1])([F:11])[CH2:7][CH2:6]3)=[O:10])[CH2:45][C@H:44]2[CH3:49])=[N:35][N:34]=1.